Dataset: the Open Reaction Database (ORD), a public repository of structured organic reaction records. Task: describe an organic reaction: reactants, conditions, products, and yield The reactants are C[Si](C)(C)CCOCOc1ncc(B(O)O)cc1C#N, Cn1cc(-c2ccc3nnc(Sc4ccc5nc(NC(=O)C6CC6)cn5n4)n3c2)cn1. Product: C[Si](C)(C)CCOCOc1ncc(-c2ccc3nnc(Sc4ccc5nc(NC(=O)C6CC6)cn5n4)n3c2)cc1C#N. Reaction SMILES: [C:32](#[N:33])[c:34]1[cH:35][c:36]([B:49]([OH:50])[OH:51])[cH:37][n:38][c:39]1[O:40][CH2:41][O:42][CH2:43][CH2:44][Si:45]([CH3:46])([CH3:47])[CH3:48].[CH3:1][n:2]1[cH:3][c:4](-[c:7]2[cH:8][cH:9][c:10]3[n:11]([cH:12]2)[c:13]([S:16][c:17]2[cH:18][cH:19][c:20]4[n:21]([n:22]2)[cH:23][c:24]([NH:26][C:27](=[O:28])[CH:29]2[CH2:30][CH2:31]2)[n:25]4)[n:14][n:15]3)[cH:5][n:6]1>>[c:7]1(-[c:36]2[cH:35][c:34]([C:32]#[N:33])[c:39]([O:40][CH2:41][O:42][CH2:43][CH2:44][Si:45]([CH3:46])([CH3:47])[CH3:48])[n:38][cH:37]2)[cH:8][cH:9][c:10]2[n:11]([cH:12]1)[c:13]([S:16][c:17]1[cH:18][cH:19][c:20]3[n:21]([n:22]1)[cH:23][c:24]([NH:26][C:27](=[O:28])[CH:29]1[CH2:30][CH2:31]1)[n:25]3)[n:14][n:15]2. Starting materials: N1(CCC1)CCCCCN1C2=NC(=NC(=C2N=C1OC)N)OCCCC (9-[5-(1-Azetidinyl)pentyl]-2-(butyloxy)-8-(methyloxy)-9H-purin-6-amine), C(CCC)OC1=NC(=C2N=C(N(C2=N1)CCCCCCl)OC)N (2-(butyloxy)-9-(5-chloropentyl)-8-(methyloxy)-9H-purin-6-amine), N1CCCC1 (pyrrolidine). Product: C(CCC)OC1=NC(=C2N=C(N(C2=N1)CCCCCN1CCCC1)OC)N (2-(Butyloxy)-8-(methyloxy)-9-[5-(1-pyrrolidinyl)pentyl]-9H-purin-6-amine). RXN SMILES: [N:1]1([CH2:5][CH2:6][CH2:7][CH2:8][CH2:9][N:10]2[C:18]([O:19][CH3:20])=[N:17][C:16]3[C:11]2=[N:12][C:13]([O:22][CH2:23][CH2:24][CH2:25][CH3:26])=[N:14][C:15]=3[NH2:21])[CH2:4][CH2:3][CH2:2]1.[CH2:27](OC1N=C2C(N=C(OC)N2CCCCCCl)=C(N)N=1)CCC.N1CCCC1>>[CH2:23]([O:22][C:13]1[N:12]=[C:11]2[C:16]([N:17]=[C:18]([O:19][CH3:20])[N:10]2[CH2:9][CH2:8][CH2:7][CH2:6][CH2:5][N:1]2[CH2:27][CH2:2][CH2:3][CH2:4]2)=[C:15]([NH2:21])[N:14]=1)[CH2:24][CH2:25][CH3:26]. Procedure details: Prepared similarly to Intermediate 27 from 2-(butyloxy)-9-(5-chloropentyl)-8-(methyloxy)-9H-purin-6-amine and pyrrolidine. Starting materials: ClCCCl, CN1CCOCC1, CN(C)N, CCN=C=NCCCN(C)C, CN(C)C=O, COCC(COC)n1ncc2c(N3CC4CCC(C3)O4)nc(-c3ccc(NC(=O)Nc4ccc(C(=O)O)cc4)cc3)nc21, Cl, O, On1nnc2ccccc21. Product: COCC(COC)n1ncc2c(N3CC4CCC(C3)O4)nc(-c3ccc(NC(=O)Nc4ccc(C(=O)NN(C)C)cc4)cc3)nc21. Reaction SMILES: [CH2:83]([Cl:84])[CH2:85][Cl:86].[CH3:55][N:56]1[CH2:57][CH2:58][O:59][CH2:60][CH2:61]1.[CH3:62][N:63]([NH2:64])[CH3:65].[CH3:67][N:68]([CH3:69])[CH2:70][CH2:71][CH2:72][N:73]=[C:74]=[N:75][CH2:76][CH3:77].[CH3:78][N:79]([CH3:80])[CH:81]=[O:82].[CH:1]12[CH2:2][N:3]([c:9]3[c:10]4[c:11]([n:12][c:13](-[c:15]5[cH:16][cH:17][c:18]([NH:21][C:22]([NH:23][c:24]6[cH:25][cH:26][c:27]([C:28](=[O:29])[OH:30])[cH:31][cH:32]6)=[O:33])[cH:19][cH:20]5)[n:14]3)[n:34]([CH:37]([CH2:38][O:39][CH3:40])[CH2:41][O:42][CH3:43])[n:35][cH:36]4)[CH2:4][CH:5]([CH2:6][CH2:7]1)[O:8]2.[ClH:66].[OH2:44].[OH:45][n:46]1[c:47]2[cH:48][cH:49][cH:50][cH:51][c:52]2[n:53][n:54]1>>[CH:1]12[CH2:2][N:3]([c:9]3[c:10]4[c:11]([n:12][c:13](-[c:15]5[cH:16][cH:17][c:18]([NH:21][C:22]([NH:23][c:24]6[cH:25][cH:26][c:27]([C:28](=[O:30])[NH:64][N:63]([CH3:62])[CH3:65])[cH:31][cH:32]6)=[O:33])[cH:19][cH:20]5)[n:14]3)[n:34]([CH:37]([CH2:38][O:39][CH3:40])[CH2:41][O:42][CH3:43])[n:35][cH:36]4)[CH2:4][CH:5]([CH2:6][CH2:7]1)[O:8]2. Starting materials: COC(=O)c1ccc(CBr)cc1, Cc1c(NCc2ccccc2)cccc1[N+](=O)[O-], CCOCC, CCN(C(C)C)C(C)C, CN(C)C=O. The product is COC(=O)c1ccc(CN(Cc2ccccc2)c2cccc([N+](=O)[O-])c2C)cc1. RXN SMILES: [Br:28][CH2:29][c:30]1[cH:31][cH:32][c:33]([C:34](=[O:35])[O:36][CH3:37])[cH:38][cH:39]1.[CH2:1]([c:2]1[cH:3][cH:4][cH:5][cH:6][cH:7]1)[NH:8][c:9]1[c:10]([CH3:18])[c:11]([N+:15](=[O:16])[O-:17])[cH:12][cH:13][cH:14]1.[CH3:45][CH2:46][O:47][CH2:48][CH3:49].[CH:19]([N:20]([CH:21]([CH3:22])[CH3:23])[CH2:24][CH3:25])([CH3:26])[CH3:27].[O:40]=[CH:41][N:42]([CH3:43])[CH3:44]>>[CH2:1]([c:2]1[cH:3][cH:4][cH:5][cH:6][cH:7]1)[N:8]([c:9]1[c:10]([CH3:18])[c:11]([N+:15](=[O:16])[O-:17])[cH:12][cH:13][cH:14]1)[CH2:29][c:30]1[cH:31][cH:32][c:33]([C:34](=[O:35])[O:36][CH3:37])[cH:38][cH:39]1. Reactants: C(C)(C)(C)O (tert.-butanol), C(C=C)#N (acrylonitrile), C1=CC=CC=2SC3=CC=CC=C3NC12 (phenothiazine), FC(C(=O)O)(F)F (trifluoroacetic acid). Conditions: time 6 hour. The product is C(C=C)#N (Acrylonitrile), FC(C(=O)O)(F)F (trifluoroacetic acid), C(C)(C)(C)NC(C=C)=O (N-tert.-butylacrylamide). RXN SMILES: [C:1](#[N:4])[CH:2]=[CH2:3].[CH:5]1[C:18]2[NH:17]C3C(=CC=CC=3)SC=2C=C[CH:6]=1.[C:19](O)([CH3:22])([CH3:21])[CH3:20].[F:24][C:25]([F:30])([F:29])[C:26]([OH:28])=[O:27]>>[C:1](#[N:4])[CH:2]=[CH2:3].[F:24][C:25]([F:30])([F:29])[C:26]([OH:28])=[O:27].[C:19]([NH:17][C:18](=[O:27])[CH:5]=[CH2:6])([CH3:22])([CH3:21])[CH3:20]. Procedure details: 84 g of acrylonitrile are added dropwise to a solution of 1 g of phenothiazine in 90 g of trifluoroacetic acid at 20° C., whilst stirring. Thereafter, 43 g of tert.-butanol are added dropwise at 35° C. The reaction mixture is kept at 60° to 70° C. for 6 hours and then worked up by distillation. Acrylonitrile, trifluoroacetic acid and some of the N-tert.-butylacrylamide formed are distilled off under reduced pressure. 36 g of N-tert.-butylacrylamide (melting point 120° to 122° C.) remain as the d... Reactants: COCN(c1cc(C)cnc1C(=O)c1cc([N+](=O)[O-])ccc1Cl)S(=O)(=O)c1ccc(Cl)c(C(F)(F)F)c1, Cl, C1COCCO1, O. The product is Cc1cnc(C(=O)c2cc([N+](=O)[O-])ccc2Cl)c(NS(=O)(=O)c2ccc(Cl)c(C(F)(F)F)c2)c1. As a reaction SMILES: [Cl:1][c:2]1[c:3]([C:34]([F:35])([F:36])[F:37])[cH:4][c:5]([S:8](=[O:9])(=[O:10])[N:11]([CH2:12][O:13][CH3:14])[c:15]2[c:16]([C:22]([c:23]3[c:24]([Cl:32])[cH:25][cH:26][c:27]([N+:29](=[O:30])[O-:31])[cH:28]3)=[O:33])[n:17][cH:18][c:19]([CH3:21])[cH:20]2)[cH:6][cH:7]1.[ClH:39].[O:40]1[CH2:41][CH2:42][O:43][CH2:44][CH2:45]1.[OH2:38]>>[Cl:1][c:2]1[c:3]([C:34]([F:35])([F:36])[F:37])[cH:4][c:5]([S:8](=[O:9])(=[O:10])[NH:11][c:15]2[c:16]([C:22]([c:23]3[c:24]([Cl:32])[cH:25][cH:26][c:27]([N+:29](=[O:30])[O-:31])[cH:28]3)=[O:33])[n:17][cH:18][c:19]([CH3:21])[cH:20]2)[cH:6][cH:7]1. Starting materials: ClC1=C(C(=O)N[C@@H](CNC(=O)C2CC2)C(=O)O)C(=CC=C1)F (N-(2-chloro-6-fluorobenzoyl)-3-(cyclopropylcarbonyl)amino-L-alanine), ClC1=C(C(=O)N[C@@H](CNC(=O)C2CCCC2)C(=O)O)C(=CC=C1)F (N-(2-chloro-6-fluorobenzoyl)-3-(cyclopentylcarbonyl)amino-L-alanine), ClC1=C(C(=O)N[C@@H](CNC(=O)C2CCCCC2)C(=O)O)C(=CC=C1)Cl (N-(2,6-dichlorobenzoyl)-3-(cyclohexylcarbonyl)amino-L-alanine), ClC1=C(C(=O)N[C@@H](CNC(=O)C2CCC2)C(=O)O)C(=CC=C1)Cl (N-(2,6-dichlorobenzoyl)-3-(cyclobutylcarbonyl)amino-L-alanine), ClC1=C(C(=O)N[C@@H](CNC(=O)C2CCCC2)C(=O)O)C(=CC=C1)Cl (N-(2,6-dichlorobenzoyl)-3-(cyclopentylcarbonyl)amino-L-alanine), ClC1=C(C(=O)N[C@@H](CNC(=O)C2CCCCC2)C(=O)O)C(=CC=C1)F (N-(2-chloro-6-fluorobenzoyl)-3-(cyclohexylcarbonyl)amino-L-alanine). Yields the product ClC1=C(C(=O)N[C@@H](CNC(=O)C2CC2)C(=O)O)C(=CC=C1)Cl (N-(2,6-dichlorobenzoyl)-3-(cyclopropylcarbonyl)amino-L-alanine). RXN SMILES: ClC1C=CC=C(F)C=1C(N[C@H](C(O)=O)CNC(C1CC1)=O)=O.[Cl:23][C:24]1[CH:44]=[CH:43][CH:42]=[C:41]([Cl:45])[C:25]=1[C:26]([NH:28][C@H:29]([C:38]([OH:40])=[O:39])[CH2:30][NH:31][C:32]([CH:34]1[CH2:37][CH2:36]C1)=[O:33])=[O:27].ClC1C=CC=C(Cl)C=1C(N[C@H](C(O)=O)CNC(C1CCCC1)=O)=O.ClC1C=CC=C(F)C=1C(N[C@H](C(O)=O)CNC(C1CCCC1)=O)=O.ClC1C=CC=C(Cl)C=1C(N[C@H](C(O)=O)CNC(C1CCCCC1)=O)=O.ClC1C=CC=C(F)C=1C(N[C@H](C(O)=O)CNC(C1CCCCC1)=O)=O>>[Cl:45][C:41]1[CH:42]=[CH:43][CH:44]=[C:24]([Cl:23])[C:25]=1[C:26]([NH:28][C@H:29]([C:38]([OH:40])=[O:39])[CH2:30][NH:31][C:32]([CH:34]1[CH2:37][CH2:36]1)=[O:33])=[O:27]. Reported procedure: N-(2-chloro-6-fluorobenzoyl)-3-(cyclopropylcarbonyl)amino-L-alanine; N-(2,6-dichlorobenzoyl)-3-(cyclobutylcarbonyl)amino-L-alanine; N-(2,6-dichlorobenzoyl)-3-(cyclopentylcarbonyl)amino-L-alanine; N-(2-chloro-6-fluorobenzoyl)-3-(cyclopentylcarbonyl)amino-L-alanine; N-(2,6-dichlorobenzoyl)-3-(cyclohexylcarbonyl)amino-L-alanine; N-(2-chloro-6-fluorobenzoyl)-3-(cyclohexylcarbonyl)amino-L-alanine),